Dataset: the Open Reaction Database (ORD), a public repository of structured organic reaction records. Task: describe an organic reaction: reactants, conditions, products, and yield The reactants are C(C)(C)(C)C1=NNC(=N1)SC(NS(=O)(=O)C)NS(=O)(=O)C (3-t-butyl-5-(dimethylsulfonamidomethylthio)-1H-1,2,4-triazole), CN(C(=O)Cl)C (dimethylcarbamoyl chloride). The product is CN(C(=O)N1N=C(N=C1SC(NS(=O)(=O)C)NS(=O)(=O)C)C(C)(C)C)C (1-dimethylcarbamoyl-3-t-butyl-5-(dimethylsulfonamidomethylthio)-1H-1,2,4-triazole). RXN SMILES: [C:1]([C:5]1[N:9]=[C:8]([S:10][CH:11]([NH:17][S:18]([CH3:21])(=[O:20])=[O:19])[NH:12][S:13]([CH3:16])(=[O:15])=[O:14])[NH:7][N:6]=1)([CH3:4])([CH3:3])[CH3:2].[CH3:22][N:23]([CH3:27])[C:24](Cl)=[O:25]>>[CH3:22][N:23]([CH3:27])[C:24]([N:7]1[C:8]([S:10][CH:11]([NH:12][S:13]([CH3:16])(=[O:15])=[O:14])[NH:17][S:18]([CH3:21])(=[O:20])=[O:19])=[N:9][C:5]([C:1]([CH3:4])([CH3:2])[CH3:3])=[N:6]1)=[O:25]. Procedure details: 3-t-butyl-5-(dimethylsulfonamidomethylthio)-1H-1,2,4-triazole was reacted with dimethylcarbamoyl chloride by substantially following the procedure of Example 25(b) to afford 1-dimethylcarbamoyl-3-t-butyl-5-(dimethylsulfonamidomethylthio)-1H-1,2,4-triazole, mp 83°-85° C. The reactants are COC([C@H]1N(CC(C1)OC1=CC=C(C=C1)C1=CC=C(C=C1)Br)C(=O)OC(C)(C)C)=O (4-(4′-bromobiphen-4-yloxy)-N-tert-butoxycarbonyl-proline methyl ester), C1=CC=C(C=2OC3=C(C21)C=CC=C3)B(O)O (4-dibenzofuranylboronic acid), C(=O)([O-])[O-].[K+].[K+] (K2CO3). Reagents/catalysts: C=1C=CC(=CC1)[P](C=2C=CC=CC2)(C=3C=CC=CC3)[Pd]([P](C=4C=CC=CC4)(C=5C=CC=CC5)C=6C=CC=CC6)([P](C=7C=CC=CC7)(C=8C=CC=CC8)C=9C=CC=CC9)[P](C=1C=CC=CC1)(C=1C=CC=CC1)C=1C=CC=CC1 (Pd(PPh3)4). The solvent is C1(=CC=CC=C1)C (toluene), C(C)O (ethanol), C(C)(=O)OCC (ethyl acetate). Yields the product COC([C@H]1N(CC(C1)OC1=CC=C(C=C1)C1=CC=C(C=C1)C1=CC=CC2=C1OC1=C2C=CC=C1)C(=O)OC(C)(C)C)=O (4-(4′-dibenzofuran-4-yl-bipheny-4-yloxy)-N-tert-butoxycarbonyl-proline methyl ester). Yield: 75.0%. RXN SMILES: [CH3:1][O:2][C:3](=[O:30])[C@@H:4]1[CH2:8][CH:7]([O:9][C:10]2[CH:15]=[CH:14][C:13]([C:16]3[CH:21]=[CH:20][C:19](Br)=[CH:18][CH:17]=3)=[CH:12][CH:11]=2)[CH2:6][N:5]1[C:23]([O:25][C:26]([CH3:29])([CH3:28])[CH3:27])=[O:24].[CH:31]1[C:39]2[C:38]3[CH:40]=[CH:41][CH:42]=[CH:43][C:37]=3[O:36][C:35]=2[C:34](B(O)O)=[CH:33][CH:32]=1.C([O-])([O-])=O.[K+].[K+]>C1(C)C=CC=CC=1.C(O)C.C(OCC)(=O)C.C1C=CC([P]([Pd]([P](C2C=CC=CC=2)(C2C=CC=CC=2)C2C=CC=CC=2)([P](C2C=CC=CC=2)(C2C=CC=CC=2)C2C=CC=CC=2)[P](C2C=CC=CC=2)(C2C=CC=CC=2)C2C=CC=CC=2)(C2C=CC=CC=2)C2C=CC=CC=2)=CC=1>[CH3:1][O:2][C:3](=[O:30])[C@@H:4]1[CH2:8][CH:7]([O:9][C:10]2[CH:15]=[CH:14][C:13]([C:16]3[CH:21]=[CH:20][C:19]([C:43]4[C:37]5[O:36][C:35]6[CH:34]=[CH:33][CH:32]=[CH:31][C:39]=6[C:38]=5[CH:40]=[CH:41][CH:42]=4)=[CH:18][CH:17]=3)=[CH:12][CH:11]=2)[CH2:6][N:5]1[C:23]([O:25][C:26]([CH3:29])([CH3:28])[CH3:27])=[O:24] |f:2.3.4,^1:72,74,93,112|. Reported procedure: A solution of 4-(4′-bromobiphen-4-yloxy)-N-tert-butoxycarbonyl-proline methyl ester (476 mg, 1 mmol), 4-dibenzofuranylboronic acid (222 mg, 1.05 mmol) and Pd(PPh3)4 (52 mg, 5% mol) in toluene (10 mL) and ethanol (2.5 mL) was heated until the solution became clear and subsequently treated with 2 M K2CO3 (1.5 mL). The reaction mixture was heated to reflux for 2 h, cooled to room temperature, diluted with ethyl acetate (100 mL). The organic layer was washed successively with 2% aq HCl and sat. aq N... Reactants: [OH-].[Li+] (Lithium hydroxide), O1C(OCCC1)C1=CC(=C(C=C1)C=1SC2=C(N1)C=CC(=C2)C(=O)OC)F (methyl 2-(4-(1,3-dioxan-2-yl)-2-fluorophenyl)benzo[d]thiazole-6-carboxylate). Run in C1CCOC1 (THF). Product: O1C(OCCC1)C1=CC(=C(C=C1)C=1SC2=C(N1)C=CC(=C2)C(=O)O)F (2-(4-(1,3-dioxan-2-yl)-2-fluorophenyl)benzo[d]thiazole-6-carboxylic acid). As a reaction SMILES: [OH-].[Li+].[O:3]1[CH2:8][CH2:7][CH2:6][O:5][CH:4]1[C:9]1[CH:14]=[CH:13][C:12]([C:15]2[S:16][C:17]3[CH:23]=[C:22]([C:24]([O:26]C)=[O:25])[CH:21]=[CH:20][C:18]=3[N:19]=2)=[C:11]([F:28])[CH:10]=1>C1COCC1>[O:5]1[CH2:6][CH2:7][CH2:8][O:3][CH:4]1[C:9]1[CH:14]=[CH:13][C:12]([C:15]2[S:16][C:17]3[CH:23]=[C:22]([C:24]([OH:26])=[O:25])[CH:21]=[CH:20][C:18]=3[N:19]=2)=[C:11]([F:28])[CH:10]=1 |f:0.1|. Procedure details: Lithium hydroxide (1M in H2O, 0.80 mL, 0.80 mmol) and methyl 2-(4-(1,3-dioxan-2-yl)-2-fluorophenyl)benzo[d]thiazole-6-carboxylate (0.25 g, 0.67 mmol) were stirred in THF (5 mL) for 3 d. The reaction mixture was concentrated under vacuum, the resulting oil was dissolved in a minimum amount of water, and the solution was made acidic with 5 N HCl (aq). The resulting suspension was filtered and the collected solid was dried to give 2-(4-(1,3-dioxan-2-yl)-2-fluorophenyl)benzo[d]thiazole-6-carboxylic ... Reactants: C(C)(=O)OCC (ethyl acetate), N[C@@H](CC1=CC=CC=C1)C(=O)O (L-phenylalanine), N-benzyloxycarbonyl-L-alanine N-carboxyanhydride. The solvent is Cl (hydrochloric acid), C([O-])([O-])=O.[K+].[K+] (potassium carbonate), C(C)#N (acetonitrile), C(C)#N (acetonitrile). Run at temperature 0 celsius, time 40 minute. Yields the product C(C1=CC=CC=C1)OC(=O)N[C@@H](C)C(=O)N[C@@H](CC1=CC=CC=C1)C(=O)O (N-benzyloxycarbonyl-L-alanyl-L-phenylalanine). Yield: 39.0%. RXN SMILES: [NH2:1][C@H:2]([C:10]([OH:12])=[O:11])[CH2:3][C:4]1[CH:9]=[CH:8][CH:7]=[CH:6][CH:5]=1.[C:13]([O:16][CH2:17][CH3:18])(=[O:15])C>C(=O)([O-])[O-].[K+].[K+].C(#N)C.Cl>[CH2:17]([O:16][C:13]([NH:1][C@H:2]([C:10]([NH:1][C@H:2]([C:10]([OH:12])=[O:11])[CH2:3][C:4]1[CH:9]=[CH:8][CH:7]=[CH:6][CH:5]=1)=[O:11])[CH3:3])=[O:15])[C:18]1[CH:8]=[CH:9][CH:4]=[CH:5][CH:6]=1 |f:2.3.4|. Reported procedure: To a solution of L-phenylalanine (0.33 g, 2.0 mmol) in 0.20M potassium carbonate (20 mL) and acetonitrile (30 mL) was added dropwise a solution of N-benzyloxycarbonyl-L-alanine N-carboxyanhydride (0.45 g, 1.8 mmol) in acetonitrile (5 mL) at 0° C. The mixture was stirred 40 min at 0° C. and diluted with ethyl acetate (50 mL) and 1M hydrochloric acid (10 mL). The layers were separated and the aqueous layer extracted with ethyl acetate (2×35 mL). The combined organic fractions were washed with brin...